From a dataset of the Open Reaction Database (ORD), a public repository of structured organic reaction records. describe an organic reaction: reactants, conditions, products, and yield The reactants are C1(CCCC1)N1NC(=C2C1=NC(=NC2=O)COS(=O)(=O)C)CC (1-cyclopentyl-3-ethyl-6-(methylsulfonyloxy methyl)pyrazolo[3,4-d]pyrimidin-4-one), CC(=O)N1C=NC=C1 (1-(methylcarbonyl)imidazole), ice water, C(=O)(O)[O-].[Na+] (NaHCO3). The solvent is CC#N (CH3CN). The product is C1(CCCC1)N1NC(=C2C1=NC(=NC2=O)CC=2NC=CN2)CC (1-cyclopentyl-3-ethyl-6-(1-imidazolylmethyl)pyrazolo[3,4-d]pyrimidin-4-one). Isolated yield 29.8%. Reaction SMILES: [CH:1]1([N:6]2[C:10]3=[N:11][C:12]([CH2:16]OS(C)(=O)=O)=[N:13][C:14](=[O:15])[C:9]3=[C:8]([CH2:22][CH3:23])[NH:7]2)[CH2:5][CH2:4][CH2:3][CH2:2]1.CC([N:27]1[CH:31]=[CH:30][N:29]=[CH:28]1)=O.C([O-])(O)=O.[Na+]>CC#N>[CH:1]1([N:6]2[C:10]3=[N:11][C:12]([CH2:16][C:28]4[NH:27][CH:31]=[CH:30][N:29]=4)=[N:13][C:14](=[O:15])[C:9]3=[C:8]([CH2:22][CH3:23])[NH:7]2)[CH2:5][CH2:4][CH2:3][CH2:2]1 |f:2.3|. Procedure details: A mixture of 1-cyclopentyl-3-ethyl-6-(methylsulfonyloxy methyl)pyrazolo[3,4-d]pyrimidin-4-one (1.8 g, 15.3 mmol), 1-(methylcarbonyl)imidazole (640 mg, 5.8 mmol) and CH3CN (36 mL) was heated at reflux for 6 hours. The solvent was stripped, ice water and saturated NaHCO3 were added and the mixture was extracted with ethyl acetate, dried over MgSO4, filtered and stripped. The product was combined with that from a similar experimental run and the mixture was recrystallized from ethyl acetate. The pr...